Task: describe an organic reaction: reactants, conditions, products, and yield. Dataset: the Open Reaction Database (ORD), a public repository of structured organic reaction records Reactants: C(C)(=O)C1=C(C(=C(OCCCOC2=CC=C(C(=O)O)C=C2)C=C1)CCC)O (4-[3-(4-acetyl-3-hydroxy-2-propylphenoxy)propoxy]benzoic acid), N1=CC(=CC=C1)CCCCN (3-pyridine butanamine). The product is C(C)(=O)C1=C(C(=C(OCCCOC2=CC=C(C(=O)NCCCCC=3C=NC=CC3)C=C2)C=C1)CCC)O (4-[3-(4-Acetyl-3-hydroxy-2-propylphenoxy)propoxy]-N-[4-(3-pyridinyl)butyl]benzamide). Isolated yield 93.0%. RXN SMILES: [C:1]([C:4]1[CH:23]=[CH:22][C:7]([O:8][CH2:9][CH2:10][CH2:11][O:12][C:13]2[CH:21]=[CH:20][C:16]([C:17](O)=[O:18])=[CH:15][CH:14]=2)=[C:6]([CH2:24][CH2:25][CH3:26])[C:5]=1[OH:27])(=[O:3])[CH3:2].[N:28]1[CH:33]=[CH:32][CH:31]=[C:30]([CH2:34][CH2:35][CH2:36][CH2:37][NH2:38])[CH:29]=1>>[C:1]([C:4]1[CH:23]=[CH:22][C:7]([O:8][CH2:9][CH2:10][CH2:11][O:12][C:13]2[CH:21]=[CH:20][C:16]([C:17]([NH:38][CH2:37][CH2:36][CH2:35][CH2:34][C:30]3[CH:29]=[N:28][CH:33]=[CH:32][CH:31]=3)=[O:18])=[CH:15][CH:14]=2)=[C:6]([CH2:24][CH2:25][CH3:26])[C:5]=1[OH:27])(=[O:3])[CH3:2]. Procedure: The reaction of 0.635 g of 4-[3-(4-acetyl-3-hydroxy-2-propylphenoxy)propoxy]benzoic acid with 0.28 g of 3-pyridine butanamine according to Example 40 gave 0.80 g, mp 133°-134°, (93% yield) of 4-[3-(4-Acetyl-3-hydroxy-2-propylphenoxy)propoxy]-N-[4-(3-pyridinyl)butyl]benzamide, the title compound.